This data is from the Open Reaction Database (ORD), a public repository of structured organic reaction records. The task is: describe an organic reaction: reactants, conditions, products, and yield Reactants: C1(=C(C=CC=C1)NC#CCC)C1=CC=CC=C1 (biphenylyl butynylamine), C(CC(C)C)NCC#CC(C1=C(C=CC=C1)C1=CC=CC=C1)O (N-isopentyl-4-hydroxy-4-(1,1'-biphenyl-2-yl)-2-butynylamine), CO (methanol). The reagents and catalysts are [Pt] (platinum), [Pd] (palladium), [Pd] (palladium). Run in C(C)O (ethanol). Product: C(CC(C)C)NCCCC(C1=C(C=CC=C1)C1=CC=CC=C1)O (N-isopentyl-4-hydroxy-4-(1,1'-biphenyl-2-yl)butylamine). Reaction SMILES: C1(C2C=CC=CC=2)C=CC=CC=1NC#CCC.[CH2:18]([NH:23][CH2:24][C:25]#[C:26][CH:27]([OH:40])[C:28]1[CH:33]=[CH:32][CH:31]=[CH:30][C:29]=1[C:34]1[CH:39]=[CH:38][CH:37]=[CH:36][CH:35]=1)[CH2:19][CH:20]([CH3:22])[CH3:21].CO>[Pd].[Pt].C(O)C>[CH2:18]([NH:23][CH2:24][CH2:25][CH2:26][CH:27]([OH:40])[C:28]1[CH:33]=[CH:32][CH:31]=[CH:30][C:29]=1[C:34]1[CH:39]=[CH:38][CH:37]=[CH:36][CH:35]=1)[CH2:19][CH:20]([CH3:21])[CH3:22]. Procedure details: The biphenylyl alkynylamine next is reduced to yield the corresponding biphenylyl alkylamine of the invention. Such exhaustive reduction typically is carried out by hydrogenation in the presence of a catalyst such as palladium or platinum. For example, a biphenylyl butynylamine such as N-isopentyl-4-hydroxy-4-(1,1'-biphenyl-2-yl)-2-butynylamine is dissolved in a suitable organic solvent such as methanol or ethanol and stirred for about two to four hours at about 20 to about 50° C. under a hydrog... The reactants are C[SiH](C)OC(CCCC1CCOC(=O)CC1)C(C)(C)C, [Li]CCCC, CI, CCCCCC, CC(C)NC(C)C, C1CCOC1. Yields the product CC1CC(CCCC(O[SiH](C)C)C(C)(C)C)CCOC1=O. RXN SMILES: [C:13]([CH3:14])([CH3:15])([CH3:16])[CH:17]([CH2:18][CH2:19][CH2:20][CH:21]1[CH2:22][CH2:23][C:24](=[O:25])[O:26][CH2:27][CH2:28]1)[O:29][SiH:30]([CH3:31])[CH3:32].[CH2:8]([Li:9])[CH2:10][CH2:11][CH3:12].[CH3:33][I:34].[CH3:40][CH2:41][CH2:42][CH2:43][CH2:44][CH3:45].[CH:1]([NH:2][CH:3]([CH3:4])[CH3:5])([CH3:6])[CH3:7].[O:35]1[CH2:36][CH2:37][CH2:38][CH2:39]1>>[CH3:1][CH:23]1[CH2:22][CH:21]([CH2:20][CH2:19][CH2:18][CH:17]([C:13]([CH3:14])([CH3:15])[CH3:16])[O:29][SiH:30]([CH3:31])[CH3:32])[CH2:28][CH2:27][O:26][C:24]1=[O:25]. Reactants: [BH4-], O=C1NC2C(O)C(O)C(O)C(CO)(O1)C2Br, CC(=O)O, [Na+], O. The product is O=C1NC2CC(CO)(O1)C(O)C(O)C2O. As a reaction SMILES: [BH4-:1].[Br:3][CH:4]1[C:5]2([CH2:17][OH:18])[O:6][C:7](=[O:16])[NH:8][CH:9]1[CH:10]([OH:15])[CH:11]([OH:14])[CH:12]2[OH:13].[CH3:19][C:20](=[O:21])[OH:22].[Na+:2].[OH2:23]>>[CH2:4]1[C:5]2([CH2:17][OH:18])[O:6][C:7](=[O:16])[NH:8][CH:9]1[CH:10]([OH:15])[CH:11]([OH:14])[CH:12]2[OH:13]. Reactants: C(C)(C)(C)OC(=O)N[C@@H](C(C)C)C(=O)O (N-tert-butyloxycarbonyl-(L)-valine), C1(=CC=C(C=C1)S(=O)(=O)O)C (para-toluenesulfonic acid). Yields the product C(C)(C)(C)OC(=O)N1COC([C@@H]1C(C)C)=O ((4S)-N-tert-Butyloxycarbonyl4-isopropyl-1,3-oxazolidin-5-one). Reaction SMILES: [C:1]([O:5][C:6]([NH:8][C@H:9]([C:13]([OH:15])=[O:14])[CH:10]([CH3:12])[CH3:11])=[O:7])([CH3:4])([CH3:3])[CH3:2].[C:16]1(C)C=CC(S(O)(=O)=O)=CC=1>>[C:1]([O:5][C:6]([N:8]1[C@@H:9]([CH:10]([CH3:11])[CH3:12])[C:13](=[O:15])[O:14][CH2:16]1)=[O:7])([CH3:3])([CH3:2])[CH3:4]. Procedure details: (4S)-N-tert-Butyloxycarbonyl4-isopropyl-1,3-oxazolidin-5-one (3) was prepared from N-tert-butyloxycarbonyl-(L)-valine (2.17 g, 10.0 mM) and para-toluenesulfonic acid (30 mg) following general procedure A and obtained as a white solid after crystallisation from chloroform (1.67 g, 73%): [a]D20 +104.9 (c 1, CHCl3); mp 43-45° C.; IR (KBr): 1795, 1705 cm-1 ; 1H NMR (200 MHz, CDCl3): 67 5.55 (br, 1H), 5.10 (d, J=4 Hz, 1H), 4.15 (d, J=4 Hz, 1H), 2.21-2.43 (m, 1H), 1.49 (s, 9H), 1.06 (d, J=7 Hz, 3H), 1... Starting materials: NS(=O)(=O)O, Nc1nc(O)nc2c(Br)cc([N+](=O)[O-])cc12, CN1CCN(CCCN)CC1, O. Product: CN1CCN(CCCNc2nc(O)nc3c(Br)cc([N+](=O)[O-])cc23)CC1. As a reaction SMILES: [NH2:17][S:18](=[O:19])(=[O:20])[OH:21].[NH2:1][c:2]1[n:3][c:4]([OH:16])[n:5][c:6]2[c:7]([Br:15])[cH:8][c:9]([N+:12](=[O:13])[O-:14])[cH:10][c:11]12.[NH2:22][CH2:23][CH2:24][CH2:25][N:26]1[CH2:27][CH2:28][N:29]([CH3:32])[CH2:30][CH2:31]1.[OH2:33]>>[NH:1]([c:2]1[n:3][c:4]([OH:16])[n:5][c:6]2[c:7]([Br:15])[cH:8][c:9]([N+:12](=[O:13])[O-:14])[cH:10][c:11]12)[CH2:23][CH2:24][CH2:25][N:26]1[CH2:27][CH2:28][N:29]([CH3:32])[CH2:30][CH2:31]1. The reactants are C(O)([O-])=O.[Na+] (sodium hydrogen carbonate), S1C=C(C=C1)B(O)O (Thiophene-3-boronic acid), CCOCC (ether), C(O)([O-])=O.[Na+] (sodium hydrogen carbonate), S1C=C(C=C1)B(O)O (thiophene-3-boronic acid), NC1=C(C(=NN1C1=C(C=C(C=C1Cl)C(F)(F)F)Cl)C#N)I (5-amino-3-cyano-1-(2,6-dichloro-4-trifluoromethylphenyl)-4-iodopyrazole). The reagents and catalysts are C=1C=CC(=CC1)[P](C=2C=CC=CC2)(C=3C=CC=CC3)[Pd]([P](C=4C=CC=CC4)(C=5C=CC=CC5)C=6C=CC=CC6)([P](C=7C=CC=CC7)(C=8C=CC=CC8)C=9C=CC=CC9)[P](C=1C=CC=CC1)(C=1C=CC=CC1)C=1C=CC=CC1 (tetrakis(triphenylphosphine)palladium(0)), C=1C=CC(=CC1)[P](C=2C=CC=CC2)(C=3C=CC=CC3)[Pd]([P](C=4C=CC=CC4)(C=5C=CC=CC5)C=6C=CC=CC6)([P](C=7C=CC=CC7)(C=8C=CC=CC8)C=9C=CC=CC9)[P](C=1C=CC=CC1)(C=1C=CC=CC1)C=1C=CC=CC1 (tetrakis(triphenylphosphine)palladium(0)), C=1C=CC(=CC1)[P](C=2C=CC=CC2)(C=3C=CC=CC3)[Pd]([P](C=4C=CC=CC4)(C=5C=CC=CC5)C=6C=CC=CC6)([P](C=7C=CC=CC7)(C=8C=CC=CC8)C=9C=CC=CC9)[P](C=1C=CC=CC1)(C=1C=CC=CC1)C=1C=CC=CC1 (tetrakis(triphenylphosphine)palladium(0)). Run in C(C)O (ethanol), O (water), C1(=CC=CC=C1)C (toluene). Conditions: time 8 hour. Yields the product NC1=C(C(=NN1C1=C(C=C(C=C1Cl)C(F)(F)F)Cl)C#N)C1=CSC=C1 (5-Amino-3-cyano-1-(2,6-dichloro-4-trifluoromethylphenyl)-4-(3-thienyl)pyrazole). As a reaction SMILES: [NH2:1][C:2]1[N:6]([C:7]2[C:12]([Cl:13])=[CH:11][C:10]([C:14]([F:17])([F:16])[F:15])=[CH:9][C:8]=2[Cl:18])[N:5]=[C:4]([C:19]#[N:20])[C:3]=1I.C(=O)([O-])O.[Na+].[S:27]1[CH:31]=[CH:30][C:29](B(O)O)=[CH:28]1.CCOCC>C1(C)C=CC=CC=1.C(O)C.C1C=CC([P]([Pd]([P](C2C=CC=CC=2)(C2C=CC=CC=2)C2C=CC=CC=2)([P](C2C=CC=CC=2)(C2C=CC=CC=2)C2C=CC=CC=2)[P](C2C=CC=CC=2)(C2C=CC=CC=2)C2C=CC=CC=2)(C2C=CC=CC=2)C2C=CC=CC=2)=CC=1.O>[NH2:1][C:2]1[N:6]([C:7]2[C:12]([Cl:13])=[CH:11][C:10]([C:14]([F:17])([F:16])[F:15])=[CH:9][C:8]=2[Cl:18])[N:5]=[C:4]([C:19]#[N:20])[C:3]=1[C:29]1[CH:30]=[CH:31][S:27][CH:28]=1 |f:1.2,^1:53,55,74,93|. Reported procedure: To a rapidly stirred solution of 5-amino-3-cyano-1-(2,6-dichloro-4-trifluoromethylphenyl)-4-iodopyrazole (0.447 g) in toluene (2 ml) containing tetrakis(triphenylphosphine)palladium(0) (0.02 g) was added saturated aqueous sodium hydrogen carbonate solution (1 ml) and a solution of thiophene-3-boronic acid (0.256 g) in ethanol (1 ml). The mixture wAas heated under reflux for 3 hours, then left at room temperature overnight. Saturated aqueous sodium hydrogen carbonate solution (0.5 ml) and tetraki... Reactants: C([O-])(O)=O.[Na+] (sodium bicarbonate), NC1=C(C=CC(=C1)OC(F)(F)F)O (2-amino-4-[(trifluoromethyl)oxy]phenol), BrCC(=O)Br (Bromoacetylbromide). The solvent is C(Cl)(Cl)Cl (chloroform). Conditions: temperature 0 celsius. The product is BrCC(=O)NC1=C(C=CC(=C1)OC(F)(F)F)O (2-bromo-N-{2-hydroxy-5-[(trifluoromethyl)oxy]phenyl}acetamide). Isolated yield 87.1%. RXN SMILES: [NH2:1][C:2]1[CH:7]=[C:6]([O:8][C:9]([F:12])([F:11])[F:10])[CH:5]=[CH:4][C:3]=1[OH:13].C(=O)(O)[O-].[Na+].[Br:19][CH2:20][C:21](Br)=[O:22]>C(Cl)(Cl)Cl>[Br:19][CH2:20][C:21]([NH:1][C:2]1[CH:7]=[C:6]([O:8][C:9]([F:10])([F:11])[F:12])[CH:5]=[CH:4][C:3]=1[OH:13])=[O:22] |f:1.2|. Procedure details: 2-amino-4-[(trifluoromethyl)oxy]phenol (3.0 g, 15.5 mmol) was dissolved in 100 mL of chloroform. 54 mL of saturated sodium bicarbonate solution was added and the new bi-phase mixture was stirred vigorously and cooled to 0° C. using an ice bath. Bromoacetylbromide (2.1 mL, 23.3 mmol) was added drop-wise. Fifteen minutes later the solution was removed from the ice bath and maintained at room temperature for 2 hours before it was determined to be complete by LCMS (two Aquasil C18, 20×1 mm columns w... The reactants are COc1ccc2cnc(Nc3ccc(S(=O)(=O)N4CCOCC4)cc3)nc2c1, C[S-], CN1CCCC1=O, Cl, [Na+], O. Product: O=S(=O)(c1ccc(Nc2ncc3ccc(O)cc3n2)cc1)N1CCOCC1. RXN SMILES: [CH3:1][O:2][c:3]1[cH:4][cH:5][c:6]2[cH:7][n:8][c:9]([NH:13][c:14]3[cH:15][cH:16][c:17]([S:20](=[O:21])(=[O:22])[N:23]4[CH2:24][CH2:25][O:26][CH2:27][CH2:28]4)[cH:18][cH:19]3)[n:10][c:11]2[cH:12]1.[CH3:29][S-:30].[CH3:33][N:34]1[CH2:35][CH2:36][CH2:37][C:38]1=[O:39].[ClH:32].[Na+:31].[OH2:40]>>[OH:2][c:3]1[cH:4][cH:5][c:6]2[cH:7][n:8][c:9]([NH:13][c:14]3[cH:15][cH:16][c:17]([S:20](=[O:21])(=[O:22])[N:23]4[CH2:24][CH2:25][O:26][CH2:27][CH2:28]4)[cH:18][cH:19]3)[n:10][c:11]2[cH:12]1. The reactants are ClC=1C=CC(N(C1)C1=NC=C(C=C1)CC1=CN=CN1CC1=CC=C(C(=C1)C1=CC=CC=C1)C#N)=O (5-[5-(5-Chloro-2-oxo-2H-[1,2']bipyridinyl-5'-ylmethyl)-imidazol-1-ylmethyl]-biphenyl-2-carbonitrile), C1CCOC1 (THF), [Li+].[BH4-] (LiBH4), C1CCOC1 (THF). Run at temperature 70 celsius. Yields the product OCC1=CC=C(C(=C1)C1=CC=CC=C1)C#N (5-Hydroxymethyl-biphenyl-2-carbonitrile). Reaction SMILES: ClC1C=CC(=O)N(C2C=CC(CC3N([CH2:20][C:21]4[CH:26]=[C:25]([C:27]5[CH:32]=[CH:31][CH:30]=[CH:29][CH:28]=5)[C:24]([C:33]#[N:34])=[CH:23][CH:22]=4)C=NC=3)=CN=2)C=1.[Li+].[BH4-].C1C[O:41]CC1>>[OH:41][CH2:20][C:21]1[CH:26]=[C:25]([C:27]2[CH:32]=[CH:31][CH:30]=[CH:29][CH:28]=2)[C:24]([C:33]#[N:34])=[CH:23][CH:22]=1 |f:1.2|. Reported procedure: 6-Cyano-biphenyl-3-carboxylic acid methyl ester from step 2 (1.4 g, 5.9 mmol) was dissolved in THF (24 ml). LiBH4 in THF (2 M, 5.9 ml, 11.8 mmol) was added. The reaction mixture was heated to 70° C. for 3 hours. The reaction mixture was quenched carefully with 3N HCl and then extracted with EtOAc (3×20 mL). The organic layers were combined, washed with brine, dried (MgSO4), filtered and concentrated to yield the desired product.